The task is: describe an organic reaction: reactants, conditions, products, and yield. This data is from the Open Reaction Database (ORD), a public repository of structured organic reaction records. The reactants are CS(C)=O, ClCc1cccs1, [H-], NCCCNc1ccccn1, [Na+], O. Product: NCCCN(Cc1cccs1)c1ccccn1. As a reaction SMILES: [CH3:22][S:23]([CH3:24])=[O:25].[Cl:14][CH2:15][c:16]1[s:17][cH:18][cH:19][cH:20]1.[H-:1].[NH2:3][CH2:4][CH2:5][CH2:6][NH:7][c:8]1[n:9][cH:10][cH:11][cH:12][cH:13]1.[Na+:2].[OH2:21]>>[NH2:3][CH2:4][CH2:5][CH2:6][N:7]([c:8]1[n:9][cH:10][cH:11][cH:12][cH:13]1)[CH2:15][c:16]1[s:17][cH:18][cH:19][cH:20]1. The reactants are ClC1=CC=C(CCl)C=C1 (4-Chlorobenzyl chloride), ClCCl (dichloromethane), N1=C(C=CC=C1)COC1=CC=C(C=C1)NN (4-(Pyrid-2-ylmethoxy)phenylhydrazine), C(C)(C)N(CC)C(C)C (diisopropylethylamine), ClCCl (dichloromethane). Reagents/catalysts: [Br-].C(CCC)[N+](CCCC)(CCCC)CCCC (tetrabutylammonium bromide). Solvent: O (water). Run at time 24 hour. The product is ClC1=CC=C(CN(N)C2=CC=C(C=C2)OCC2=NC=CC=C2)C=C1 (1-(4-chlorobenzyl)-1-[4-(pyrid-2-ylmethoxy)phenyl] hydrazine). As a reaction SMILES: [N:1]1[CH:6]=[CH:5][CH:4]=[CH:3][C:2]=1[CH2:7][O:8][C:9]1[CH:14]=[CH:13][C:12]([NH:15][NH2:16])=[CH:11][CH:10]=1.C(N(C(C)C)CC)(C)C.ClCCl.[Cl:29][C:30]1[CH:37]=[CH:36][C:33]([CH2:34]Cl)=[CH:32][CH:31]=1>[Br-].C([N+](CCCC)(CCCC)CCCC)CCC.O>[Cl:29][C:30]1[CH:37]=[CH:36][C:33]([CH2:34][N:15]([C:12]2[CH:13]=[CH:14][C:9]([O:8][CH2:7][C:2]3[CH:3]=[CH:4][CH:5]=[CH:6][N:1]=3)=[CH:10][CH:11]=2)[NH2:16])=[CH:32][CH:31]=1 |f:4.5|. Procedure: 4-(Pyrid-2-ylmethoxy)phenylhydrazine (66.2 g; 308 mmol), prepared as in step 3, was added to a solution of 86 mL diisopropylethylamine and 900 mL dichloromethane. 4-Chlorobenzyl chloride (74.4 g; 462 mmol) and tetrabutylammonium bromide (29.8 g; 92.4 mmol) and an additional 100 mL dichloromethane were added and the reaction was stirred at ambient temperature for 24 hours. The reaction mixture was diluted with water and the layers were separated. The aqueous layer was extracted with dichlorometha... Isolated yield 54.2%. Conditions: temperature -78 celsius, time 10 minute. Procedure: To a solution of 6-methoxypyridin-3-amine (61.4 mg, 0.494 mmol) in THF (5 mL) cooled to −78° C., lithium bis(trimethylsilyl)amide (1M in THF, 0.494 mL, 0.494 mmol) was added dropwise under nitrogen. After the reaction was stirred at −78° C. for 10 minutes, a solution of 4′-(cyclopropylmethyl)-N-methyl-2-(methylsulfinyl)-4,5′-bipyrimidin-2′-amine (5-1) (30 mg, 0.099 mmol) in THF (1 mL) was added to the reaction at −78° C. The reaction was slowly warmed up to rt, then the reaction was allowed to s... The reactants are C[Si](C)(C)[N-][Si](C)(C)C.[Li+] (lithium bis(trimethylsilyl)amide), COC1=CC=C(C=N1)N (6-methoxypyridin-3-amine), C1(CC1)CC1=NC(=NC=C1C1=NC(=NC=C1)S(=O)C)NC (4′-(Cyclopropylmethyl)-N-methyl-2-(methylsulfinyl)-4,5′-bipyrimidin-2′-amine). The product is C1(CC1)CC1=NC(=NC=C1C1=NC(=NC=C1)NC=1C=NC(=CC1)OC)NC (4′-Cyclopropylmethyl-N2-(6-methoxy-pyridin-3-yl)-N2′-methyl-[4,5′]bipyrimidinyl-2,2′-diamine). Run in C1CCOC1 (THF), C1CCOC1 (THF). As a reaction SMILES: [CH3:1][O:2][C:3]1[N:8]=[CH:7][C:6]([NH2:9])=[CH:5][CH:4]=1.C[Si]([N-][Si](C)(C)C)(C)C.[Li+].[CH:20]1([CH2:23][C:24]2[C:29]([C:30]3[CH:35]=[CH:34][N:33]=[C:32](S(C)=O)[N:31]=3)=[CH:28][N:27]=[C:26]([NH:39][CH3:40])[N:25]=2)[CH2:22][CH2:21]1>C1COCC1>[CH:20]1([CH2:23][C:24]2[C:29]([C:30]3[CH:35]=[CH:34][N:33]=[C:32]([NH:9][C:6]4[CH:7]=[N:8][C:3]([O:2][CH3:1])=[CH:4][CH:5]=4)[N:31]=3)=[CH:28][N:27]=[C:26]([NH:39][CH3:40])[N:25]=2)[CH2:21][CH2:22]1 |f:1.2|. Starting materials: COCOC1=C(C(C=CC2=CC(=C(C=C2)OCOC)OCOC)=O)C=CC(=C1)OCOC (2',3,4,4'-tetrakis(methoxymethoxy)chalcone), ice water. Solvent: Cl.CO (hydrochloric acid methanol). Product: OC1=C(C(C=CC2=CC(=C(C=C2)O)O)=O)C=CC(=C1)O (2',3,4,4'-tetrahydroxychalcone). Isolated yield 22.4%. As a reaction SMILES: COC[O:4][C:5]1[CH:28]=[C:27]([O:29]COC)[CH:26]=[CH:25][C:6]=1[C:7](=[O:24])[CH:8]=[CH:9][C:10]1[CH:15]=[CH:14][C:13]([O:16]COC)=[C:12]([O:20]COC)[CH:11]=1>Cl.CO>[OH:4][C:5]1[CH:28]=[C:27]([OH:29])[CH:26]=[CH:25][C:6]=1[C:7](=[O:24])[CH:8]=[CH:9][C:10]1[CH:15]=[CH:14][C:13]([OH:16])=[C:12]([OH:20])[CH:11]=1 |f:1.2|. Reported procedure: Then, 4.0 g of the so-obtained 2',3,4,4'-tetrakis(methoxymethoxy)chalcone was dissolved in 36 ml of a hydrochloric acid/methanol reagent, and the solution was refluxed for 10 minutes. The reaction liquid was poured into ice water, and the precipitated crystal was recovered by filtration, washed with water, dried and subjected to the column chromatography 280 g of 230-400 mesh Kieselgel, eluting solvent=hexane/ethyl acetate (1/1), 0.4 kg/cm2). Fractions of 50 ml were collected, and the 32th to 70... The reactants are Brc1nnc(Br)s1, O=C([O-])[O-], ClC(Cl)Cl, [Cs+], [Cs+], C1CCOC1, Oc1ccccc1. Yields the product Brc1nnc(Oc2ccccc2)s1. As a reaction SMILES: [Br:1][c:2]1[s:3][c:4]([Br:7])[n:5][n:6]1.[C:15](=[O:16])([O-:17])[O-:18].[CH:26]([Cl:27])([Cl:28])[Cl:29].[Cs+:19].[Cs+:20].[O:21]1[CH2:22][CH2:23][CH2:24][CH2:25]1.[OH:8][c:9]1[cH:10][cH:11][cH:12][cH:13][cH:14]1>>[Br:1][c:2]1[s:3][c:4]([O:8][c:9]2[cH:10][cH:11][cH:12][cH:13][cH:14]2)[n:5][n:6]1.